This data is from the Open Reaction Database (ORD), a public repository of structured organic reaction records. The task is: describe an organic reaction: reactants, conditions, products, and yield The reactants are FC=1C=NC=CC1I (3-Fluoro-4-iodopyridine), [Cl-].[Li+] (lithium chloride), C(=O)([O-])[O-].[K+].[K+] (K2CO3), [Cl-].[Li+] (lithium chloride), BrC=1C=C2C=CNC2=CC1 (5-Bromo-1H-indole). Reagents/catalysts: [Cu]I (copper(I) iodide), [Cu]I (copper(I) iodide). Run in CN(C)C=O (DMF). Reaction conditions: temperature 120 celsius. Yields the product BrC=1C=C2C=CN(C2=CC1)C1=C(C=NC=C1)F (5-Bromo-1-(3-fluoro-pyridin-4-yl)-1H-indole). As a reaction SMILES: [Br:1][C:2]1[CH:3]=[C:4]2[C:8](=[CH:9][CH:10]=1)[NH:7][CH:6]=[CH:5]2.[F:11][C:12]1[CH:13]=[N:14][CH:15]=[CH:16][C:17]=1I.[Cl-].[Li+].C([O-])([O-])=O.[K+].[K+]>CN(C=O)C.[Cu]I>[Br:1][C:2]1[CH:3]=[C:4]2[C:8](=[CH:9][CH:10]=1)[N:7]([C:17]1[CH:16]=[CH:15][N:14]=[CH:13][C:12]=1[F:11])[CH:6]=[CH:5]2 |f:2.3,4.5.6|. Procedure: 5-Bromo-1H-indole [CA.S. 10075-50-0] (2 g, 10.202 mmol) was dissolved in DMF (16 ml). A nitrogen stream was bubbled through the mixture and then were added 3-Fluoro-4-iodopyridine [CA.S. 22282-75-3] (2.502 g, 11.222 mmol), lithium chloride (0.432 g, 10.202 mmol), copper(I) iodide (0.0195 g, 0.102 mmol) and K2CO3 (4.23 g, 30.605 mmol). The reaction mixture was heated at 120° C. for 2 days. After cooling to room temperature, the reaction mixture was refilled with lithium chloride (0.100 g) and (co...